Dataset: the Open Reaction Database (ORD), a public repository of structured organic reaction records. Task: describe an organic reaction: reactants, conditions, products, and yield The reactants are CC(C)(C)OC(=O)N(Cc1ccccc1)C(C=O)Cc1ccccc1, C[S+](C)C, CC#N, CC(C)(C)[O-], [I-], [K+], O. Product: CC(C)(C)OC(=O)N(Cc1ccccc1)C(Cc1ccccc1)C1CO1. Reaction SMILES: [C:12]([CH3:13])([CH3:14])([CH3:15])[O:16][C:17](=[O:18])[N:19]([CH:20]([CH2:21][c:22]1[cH:23][cH:24][cH:25][cH:26][cH:27]1)[CH:28]=[O:29])[CH2:30][c:31]1[cH:32][cH:33][cH:34][cH:35][cH:36]1.[CH3:2][S+:3]([CH3:4])[CH3:5].[CH3:37][C:38]#[N:39].[CH3:6][C:7]([CH3:8])([O-:9])[CH3:10].[I-:1].[K+:11].[OH2:40]>>[CH2:6]1[CH:28]([CH:20]([N:19]([C:17]([O:16][C:12]([CH3:13])([CH3:14])[CH3:15])=[O:18])[CH2:30][c:31]2[cH:32][cH:33][cH:34][cH:35][cH:36]2)[CH2:21][c:22]2[cH:23][cH:24][cH:25][cH:26][cH:27]2)[O:29]1. Starting materials: O=C=NC(=O)c1ccccc1, COc1cc2nccc(Oc3ccc(N)cc3)c2cc1OC, Cc1ccccc1. Yields the product COc1cc2nccc(Oc3ccc(NC(=O)NC(=O)c4ccccc4)cc3)c2cc1OC. RXN SMILES: [C:23]([c:24]1[cH:25][cH:26][cH:27][cH:28][cH:29]1)(=[O:30])[N:31]=[C:32]=[O:33].[CH3:1][O:2][c:3]1[cH:4][c:5]2[c:6]([O:15][c:16]3[cH:17][cH:18][c:19]([NH2:22])[cH:20][cH:21]3)[cH:7][cH:8][n:9][c:10]2[cH:11][c:12]1[O:13][CH3:14].[CH3:34][c:35]1[cH:36][cH:37][cH:38][cH:39][cH:40]1>>[CH3:1][O:2][c:3]1[cH:4][c:5]2[c:6]([O:15][c:16]3[cH:17][cH:18][c:19]([NH:22][C:32]([NH:31][C:23]([c:24]4[cH:25][cH:26][cH:27][cH:28][cH:29]4)=[O:30])=[O:33])[cH:20][cH:21]3)[cH:7][cH:8][n:9][c:10]2[cH:11][c:12]1[O:13][CH3:14]. The reactants are [BH4-].[Na+] (Sodium borohydride), ice, ClC1=C(C=O)C(=CC(=C1)F)F (2-chloro-4,6-difluorobenzaldehyde). Run in CCCCC (pentane), CO (methanol). Reaction conditions: time 8 hour. Yields the product ClC1=C(C(=CC(=C1)F)F)CO ((2-chloro-4,6-difluorophenyl)methanol). Yield: 82.6%. RXN SMILES: [BH4-].[Na+].[Cl:3][C:4]1[CH:11]=[C:10]([F:12])[CH:9]=[C:8]([F:13])[C:5]=1[CH:6]=[O:7]>CO.CCCCC>[Cl:3][C:4]1[CH:11]=[C:10]([F:12])[CH:9]=[C:8]([F:13])[C:5]=1[CH2:6][OH:7] |f:0.1|. Procedure details: Sodium borohydride (1.42 g, 37.5 mmol) was added in portions to an ice-cooled solution of 2-chloro-4,6-difluorobenzaldehyde (6.70 g, 38.0 mmol) in methanol (56 ml); once addition was complete the reaction was warmed to rt over 1 h and then concentrated in vacuo. The residue was partitioned between ether and saturated sodium bicarbonate solution, the phases were separated and the aqueous phase extracted with more ether. The combined organic phases were washed with H2O, dried with MgSO4 and concen... The reactants are OC(CCCCC(=O)OC)C#CCCCCCCCCCCCC (methyl 6-(±)-hydroxy-7-eicosynoate), C(Br)(Br)(Br)Br.C1=CC=C(C=C1)P(C2=CC=CC=C2)C3=CC=CC=C3 (CBr4 Ph3P). Yields the product O[C@H](CCCCC(=O)OC)C#CCCCCCCCCCCCC ((+) METHYL 6(R)-HYDROXY-7-EICOSYNOATE), (-) 6-bromo-7-eicosynoates. Reaction SMILES: [OH:1][CH:2]([C:11]#[C:12][CH2:13][CH2:14][CH2:15][CH2:16][CH2:17][CH2:18][CH2:19][CH2:20][CH2:21][CH2:22][CH2:23][CH3:24])[CH2:3][CH2:4][CH2:5][CH2:6][C:7]([O:9][CH3:10])=[O:8].C(Br)(Br)(Br)Br.C1C=CC(P(C2C=CC=CC=2)C2C=CC=CC=2)=CC=1>>[OH:1][C@@H:2]([C:11]#[C:12][CH2:13][CH2:14][CH2:15][CH2:16][CH2:17][CH2:18][CH2:19][CH2:20][CH2:21][CH2:22][CH2:23][CH3:24])[CH2:3][CH2:4][CH2:5][CH2:6][C:7]([O:9][CH3:10])=[O:8] |f:1.2|. Procedure details: This compound was prepared by reaction of methyl 6-(±)-hydroxy-7-eicosynoate (preparative example V) with CBr4 /Ph3P reagent in exactly the same manner as described in preparative example VIII. Note: By use of the corresponding 6-R, and 6-S alcohols (preparative example VI) the optically active (+) and (-) 6-bromo-7-eicosynoates were also obtained. Reported procedure: To a stirred solution of (1H-Pyrazol-3-yl)-acetonitrile (1.56 g, 14.5 mM) from Preparative Example 3 Step C in absolute EtOH (73 mL) at 25° C. was added o-chlorobenzylidene malononitrile (2.74 g, 14.5 mM) and piperidine (0.14 mL, 1.45 mM). The mixture then refluxed for 1.75 hr. The solvent evaporated. Chromatography on silica gel (30×5 cm) with CH2Cl2 afforded 7-Amino-5-(2-chloro-phenyl)-pyrazolo[1,5-a]pyridine-4,6-dicarbonitrile (0.62 g, 15%). HRMS: m/z 293.0472 (M+), Calcd. C15H8N5Cl1: m/z 293... Product: NC1=C(C(=C(C=2N1N=CC2)C#N)C2=C(C=CC=C2)Cl)C#N (7-Amino-5-(2-chloro-phenyl)-pyrazolo[1,5-a]pyridine-4,6-dicarbonitrile). RXN SMILES: [NH:1]1[CH:5]=[CH:4][C:3]([CH2:6][C:7]#[N:8])=[N:2]1.[Cl:9][C:10]1[CH:21]=[CH:20][CH:19]=[CH:18][C:11]=1[CH:12]=[C:13]([C:16]#[N:17])[C:14]#[N:15].N1CCCCC1>CCO>[NH2:17][C:16]1[N:2]2[N:1]=[CH:5][CH:4]=[C:3]2[C:6]([C:7]#[N:8])=[C:12]([C:11]2[CH:18]=[CH:19][CH:20]=[CH:21][C:10]=2[Cl:9])[C:13]=1[C:14]#[N:15]. Isolated yield 14.5%. Reactants: N1N=C(C=C1)CC#N ((1H-Pyrazol-3-yl)-acetonitrile), ClC1=C(C=C(C#N)C#N)C=CC=C1 (o-chlorobenzylidene malononitrile), N1CCCCC1 (piperidine). Solvent: CCO (EtOH).